This data is from the Open Reaction Database (ORD), a public repository of structured organic reaction records. The task is: describe an organic reaction: reactants, conditions, products, and yield The product is C1(=CC=CC=C1)[C@@H]1NCCOC1 ((S)-3-phenylmorpholine). The reactants are [H-].[H-].[H-].[H-].[Li+].[Al+3].C1CCOC1 (LiAlH4 THF), C1(=CC=CC=C1)[C@H]1COCC(N1)=O ((S)-5-phenylmorpholin-3-one). Reaction conditions: time 1 hour. Solvent: C1CCOC1 (THF). Procedure: To a LiAlH4/THF slurry (0.47 g/2 mL) was added dropwise (S)-5-phenylmorpholin-3-one in THF solution (481 mg in 6 mL) at room temperature over 5 min. The resulting mixture was stirred at room temperature thereafter for 1 hour, then was heated with 72° C. oil bath overnight, then was cooled down to 0° C., quenched by sequential addition of H2O (0.47 mL), 3M aqueous solutionueous NaOH (0.47 mL) and H2O (1.4 mL), and the quenched residue was diluted with Et2O (30 mL), stirred for 10 min and the ethe... Isolated yield 96.0%. Reaction SMILES: [H-].[H-].[H-].[H-].[Li+].[Al+3].C1COCC1.[C:12]1([C@@H:18]2[NH:23][C:22](=O)[CH2:21][O:20][CH2:19]2)[CH:17]=[CH:16][CH:15]=[CH:14][CH:13]=1>C1COCC1>[C:12]1([C@H:18]2[CH2:19][O:20][CH2:21][CH2:22][NH:23]2)[CH:13]=[CH:14][CH:15]=[CH:16][CH:17]=1 |f:0.1.2.3.4.5.6|.